Dataset: the Open Reaction Database (ORD), a public repository of structured organic reaction records. Task: describe an organic reaction: reactants, conditions, products, and yield Starting materials: C=CCN(C)CCCCCc1ccc2c(ccn2C(=O)OC(C)(C)C)c1, CCO, [Na+], [OH-], O. Yields the product C=CCN(C)CCCCCc1ccc2[nH]ccc2c1. As a reaction SMILES: [C:1]([O:2][C:3](=[O:4])[n:8]1[cH:9][cH:10][c:11]2[cH:12][c:13]([CH2:17][CH2:18][CH2:19][CH2:20][CH2:21][N:22]([CH3:23])[CH2:24][CH:25]=[CH2:26])[cH:14][cH:15][c:16]12)([CH3:5])([CH3:6])[CH3:7].[CH3:30][CH2:31][OH:32].[Na+:29].[OH-:28].[OH2:27]>>[nH:8]1[cH:9][cH:10][c:11]2[cH:12][c:13]([CH2:17][CH2:18][CH2:19][CH2:20][CH2:21][N:22]([CH3:23])[CH2:24][CH:25]=[CH2:26])[cH:14][cH:15][c:16]12. Reactants: ClC1=CC=C(C=C1)C(C=1C(=NN(C1C)C)C(=O)O)NC1=CN(C(C(=C1)C)=O)C (4-((4-chlorophenyl)(1,5-dimethyl-6-oxo-1,6-dihydropyridin-3-ylamino)methyl)-1,5-dimethyl-1H-pyrazole-3-carboxylic acid). Run in C(Cl)Cl.CO (CH2Cl2 MeOH). The product is ClC1=CC=C(C=C1)C1N(C(C2=NN(C(=C21)C)C)=O)C2=CN(C(C(=C2)C)=O)C (4-(4-chlorophenyl)-5-(1,5-dimethyl-6-oxo-1,6-dihydropyridin-3-yl)-2,3-dimethyl-4,5-dihydropyrrolo[3,4-c]pyrazol-6(2H)-one). RXN SMILES: [Cl:1][C:2]1[CH:7]=[CH:6][C:5]([CH:8]([NH:19][C:20]2[CH:25]=[C:24]([CH3:26])[C:23](=[O:27])[N:22]([CH3:28])[CH:21]=2)[C:9]2[C:10]([C:16](O)=[O:17])=[N:11][N:12]([CH3:15])[C:13]=2[CH3:14])=[CH:4][CH:3]=1>C(Cl)Cl.CO>[Cl:1][C:2]1[CH:7]=[CH:6][C:5]([CH:8]2[C:9]3[C:10](=[N:11][N:12]([CH3:15])[C:13]=3[CH3:14])[C:16](=[O:17])[N:19]2[C:20]2[CH:25]=[C:24]([CH3:26])[C:23](=[O:27])[N:22]([CH3:28])[CH:21]=2)=[CH:4][CH:3]=1 |f:1.2|. Procedure details: The title compound was prepared in analogy to the procedure described in Example 1 using 4-((4-chlorophenyl)(1,5-dimethyl-6-oxo-1,6-dihydropyridin-3-ylamino)methyl)-1,5-dimethyl-1H-pyrazole-3-carboxylic acid (Step 28.4). tR: 3.62 min (HPLC 1); tR: 0.81 min (LC-MS 2); ESI-MS: 383 [M+H]+ (LC-MS 2); Rf=0.55 (CH2Cl2/MeOH 9:1); 1H NMR (400 MHz, DMSO-d6) δ ppm 1.92 (s, 3H) 2.05 (s, 3H) 3.35 (s, 3H) 3.83 (s, 3H) 6.10 (s, 1H) 7.24 (d, J=8.6 Hz, 2H) 7.33-7.41 (m, 3H) 7.72 (d, J=2.7 Hz, 1H).